This data is from the Open Reaction Database (ORD), a public repository of structured organic reaction records. The task is: describe an organic reaction: reactants, conditions, products, and yield Starting materials: COC1=C2C=C(N(C2=CC=C1)C)C(=O)O (4-methoxy-1-methyl-1H-indole-2-carboxylic acid), B(Br)(Br)Br (boron tribromide), [OH-].[Na+] (sodium hydroxide). Solvent: ClCCl (dichloromethane). Run at time 3 hour. The product is OC1=C2C=C(N(C2=CC=C1)C)C(=O)O (4-hydroxy-1-methyl-1H-indole-2-carboxylic acid). Yield: 39.9%. RXN SMILES: C[O:2][C:3]1[CH:11]=[CH:10][CH:9]=[C:8]2[C:4]=1[CH:5]=[C:6]([C:13]([OH:15])=[O:14])[N:7]2[CH3:12].B(Br)(Br)Br.[OH-].[Na+]>ClCCl>[OH:2][C:3]1[CH:11]=[CH:10][CH:9]=[C:8]2[C:4]=1[CH:5]=[C:6]([C:13]([OH:15])=[O:14])[N:7]2[CH3:12] |f:2.3|. Procedure details: To 4-methoxy-1-methyl-1H-indole-2-carboxylic acid (2.92 mmol, 600 mg) in dichloromethane (30 ml) under a nitrogen atmosphere was added boron tribromide (6.96 mmol, 671 μl, 1745 mg) keeping the temperature at 0 to 5° C. After stirring the reaction mixture at room temperature for three hours it was treated with 2N aqueous sodium hydroxide (to give a pH of 9) and stirred for additional 10 minutes. The aqueous phase was separated and neutralized with 2 N hydrochloric acid at 0° C. (pH between 6 and ... The reactants are [B-](F)(F)(F)F.C1=CC=NC=C1.C1=CC=NC=C1.[IH2+] (Bis(pyridine)iodonium tetrafluoroborate), COC1=CC=C(CC=2C=NC=CC2)C=C1 (3-(4-methoxybenzyl)pyridine), C(=O)(C(F)(F)F)O (TFA). Run in C(Cl)Cl (DCM). Conditions: time 2 hour. Yields the product IC=1C=C(CC=2C=NC=CC2)C=CC1OC (3-(3-iodo-4-methoxybenzyl)pyridine). Reaction SMILES: [B-](F)(F)(F)F.C1C=CN=CC=1.C1C=CN=CC=1.[IH2+:18].[CH3:19][O:20][C:21]1[CH:33]=[CH:32][C:24]([CH2:25][C:26]2[CH:27]=[N:28][CH:29]=[CH:30][CH:31]=2)=[CH:23][CH:22]=1.C(O)(C(F)(F)F)=O>C(Cl)Cl>[I:18][C:33]1[CH:32]=[C:24]([CH:23]=[CH:22][C:21]=1[O:20][CH3:19])[CH2:25][C:26]1[CH:27]=[N:28][CH:29]=[CH:30][CH:31]=1 |f:0.1.2.3|. Procedure details: Bis(pyridine)iodonium tetrafluoroborate (1.35 g, 3.64 mmol) was added to a solution of 3-(4-methoxybenzyl)pyridine (720 mg, 3.64 mmol) in 9:1 TFA:DCM (20 mL) and the mixture was stirred for 1 h at 0° C. The ice bath was removed and the reaction was stirred for 2 h. EtOAc was added and the mixture was washed with water twice, satd. sodium thiosulfate twice, dried over MgSO4, concentrated in vacuo, and purified by column chromatography to give 3-(3-iodo-4-methoxybenzyl)pyridine as a yellow oil. MS... Reactants: CS(=O)(=O)OCC1C(C1)C(=O)OCC (ethyl 2-{[(methylsulfonyl)oxy]methyl}cyclopropanecarboxylate), BrC=1C=NNC1 (4-bromopyrazole), [H-].[Na+] (NaH), oil. The solvent is CN(C)C=O (DMF). Conditions: temperature 90 celsius, time 4 hour. Yields the product BrC=1C=NN(C1)CC1C(C1)C(=O)OCC (Ethyl 2-[(4-bromo-1H-pyrazol-1-yl)methyl]cyclopropanecarboxylate). Isolated yield 74.3%. RXN SMILES: CS(O[CH2:6][CH:7]1[CH2:9][CH:8]1[C:10]([O:12][CH2:13][CH3:14])=[O:11])(=O)=O.[Br:15][C:16]1[CH:17]=[N:18][NH:19][CH:20]=1.[H-].[Na+]>CN(C=O)C>[Br:15][C:16]1[CH:17]=[N:18][N:19]([CH2:6][CH:7]2[CH2:9][CH:8]2[C:10]([O:12][CH2:13][CH3:14])=[O:11])[CH:20]=1 |f:2.3|. Procedure details: A reaction mixture of ethyl 2-{[(methylsulfonyl)oxy]methyl}cyclopropanecarboxylate (880 mg; 4.0 mmol), 4-bromopyrazole (4-2, 588 mg, 4.0 mmol) and NaH 60% in mineral oil (240 mg, 6.0 mmol) with 3.0 mL of DMF was formed. The resulting mixture was stirred at 90° C. under N2 for four hours. The reaction mixture was partitioned between EtOAc (200 mL) and saturated NaHCO3 solution (2×50 mL); brine (50 mL). The organic layer was dried (Na2SO4), then concentrated by vacuum to afford 812 mg of (4-3) as ... Reactants: C(C)(C)OC(C(CC(C)C)OC1=CC(=C(C=C1)C#N)C(F)(F)F)=O (2-(4-cyano-3-trifluoromethyl-phenoxy)-4-methyl-pentanoic acid isopropyl ester), [Li+].[OH-] (LiOH). The solvent is O (water). Product: C(#N)C1=C(C=C(OC(C(=O)O)CC(C)C)C=C1)C(F)(F)F (2-(4-Cyano-3-trifluoromethyl-phenoxy)-4-methyl-pentanoic acid). As a reaction SMILES: C([O:4][C:5](=[O:24])[CH:6]([O:11][C:12]1[CH:17]=[CH:16][C:15]([C:18]#[N:19])=[C:14]([C:20]([F:23])([F:22])[F:21])[CH:13]=1)[CH2:7][CH:8]([CH3:10])[CH3:9])(C)C.[Li+].[OH-]>O>[C:18]([C:15]1[CH:16]=[CH:17][C:12]([O:11][CH:6]([CH2:7][CH:8]([CH3:10])[CH3:9])[C:5]([OH:24])=[O:4])=[CH:13][C:14]=1[C:20]([F:21])([F:23])[F:22])#[N:19] |f:1.2|. Procedure: An admixture of 2-(4-cyano-3-trifluoromethyl-phenoxy)-4-methyl-pentanoic acid isopropyl ester (1A) (0.22 g, 0.67 mmol in 20 ml of dry tetrahydrofuran “THF”), LiOH (0.28 g, 6.7 mmol) and water (20 ml) is refluxed at 100° C. for 3 hours, then it is cooled to room temperature, the THF is removed, the crude product is diluted with 100 ml of ethyl acetate, and HCl(1N) to adjusted PH=1. The organic layer is separated and dried on vacuum to get the desired product. Starting materials: Cc1cc(C(=O)O)cc(Cl)n1, Cc1ccc(Cl)c(N)c1. The reagents and catalysts are CN(C)C(=[N+](C)C)Cl.F[P-](F)(F)(F)(F)F (TCFH), CN1C=CN=C1 (NMI). Run in CN(C)C=O (DMF), CN(C)C=O (DMF), CN(C)C=O (DMF), CN(C)C=O (DMF), CN(C)C=O (DMF), CN(C)C=O (DMF). Conditions: temperature 25 celsius, time 2 hour. Yields the product Cc1ccc(Cl)c(NC(=O)c2cc(C)nc(Cl)c2)c1. Isolated yield 2.1%. Reaction SMILES: Cc1ccc(Cl)c(N)c1.Cc1cc(C(=O)O)cc(Cl)n1.CN(C)C(=[N+](C)C)Cl.F[P-](F)(F)(F)(F)F.CN1C=CN=C1.CN(C)C=O>>Cc1ccc(Cl)c(NC(=O)c2cc(C)nc(Cl)c2)c1. Starting materials: ClC(Cl)Cl, OCc1cccc(-n2ccnc2)c1, O=S(Cl)Cl. Product: ClCc1cccc(-n2ccnc2)c1. RXN SMILES: [CH:18]([Cl:19])([Cl:20])[Cl:21].[OH:1][CH2:2][c:3]1[cH:4][c:5](-[n:9]2[cH:10][n:11][cH:12][cH:13]2)[cH:6][cH:7][cH:8]1.[S:14]([Cl:15])([Cl:16])=[O:17]>>[CH2:2]([c:3]1[cH:4][c:5](-[n:9]2[cH:10][n:11][cH:12][cH:13]2)[cH:6][cH:7][cH:8]1)[Cl:16]. Run in C(C)O (ethanol). Yield: 57.3%. Reaction conditions: temperature 78 celsius. RXN SMILES: [C:1]([O:7][CH2:8][C@H:9]([C:15]1[C:16]([Br:30])=[C:17]2[C:22](=[CH:23][C:24]=1[CH3:25])[N:21]=[C:20]([O:26]C(=O)C)[CH:19]=[CH:18]2)[O:10][C:11]([CH3:14])([CH3:13])[CH3:12])(=[O:6])[C:2]([CH3:5])([CH3:4])[CH3:3].CN>C(O)C>[C:1]([O:7][CH2:8][C@H:9]([C:15]1[C:16]([Br:30])=[C:17]2[C:22](=[CH:23][C:24]=1[CH3:25])[NH:21][C:20](=[O:26])[CH:19]=[CH:18]2)[O:10][C:11]([CH3:14])([CH3:13])[CH3:12])(=[O:6])[C:2]([CH3:3])([CH3:4])[CH3:5]. The reactants are C(C(C)(C)C)(=O)OC[C@@H](OC(C)(C)C)C=1C(=C2C=CC(=NC2=CC1C)OC(C)=O)Br ((S)-2-(2-acetoxy-5-bromo-7-methylquinolin-6-yl)-2-tert-butoxyethyl pivalate), CN (methylamine). Yields the product C(C(C)(C)C)(=O)OC[C@@H](OC(C)(C)C)C=1C(=C2C=CC(NC2=CC1C)=O)Br ((S)-2-(5-bromo-7-methyl-2-oxo-1,2-dihydroquinolin-6-yl)-2-tert-butoxyethyl pivalate). Procedure details: To the solution of (S)-2-(2-acetoxy-5-bromo-7-methylquinolin-6-yl)-2-tert-butoxyethyl pivalate (130 mg) in ethanol (7.5 mL) was added aqueous methylamine solution (0.5 mL, 50%). The mixture was heated at 78° C. for 80 min. Concentration and purification gave (S)-2-(5-bromo-7-methyl-2-oxo-1,2-dihydroquinolin-6-yl)-2-tert-butoxyethyl pivalate (68 mg). LCMS-ESI+ (m/z): 438.2, 440.2 (M+H)+. Reactants: [C@H]1(CCC2=CC=CC=C12)NC=1OCC2=C(N1)C=CC=C2N ((R)—N2-Indan-1-yl-4H-benzo[d][1,3]oxazine-2,5-diamine), CS(=O)(=O)Cl (methanesulfonyl chloride). Reaction SMILES: [C@H:1]1([NH:10][C:11]2[O:12][CH2:13][C:14]3[C:20]([NH2:21])=[CH:19][CH:18]=[CH:17][C:15]=3[N:16]=2)[C:9]2[C:4](=[CH:5][CH:6]=[CH:7][CH:8]=2)[CH2:3][CH2:2]1.[CH3:22][S:23](Cl)(=[O:25])=[O:24]>>[C@H:1]1([NH:10][C:11]2[O:12][CH2:13][C:14]3[C:20]([NH:21][S:23]([CH3:22])(=[O:25])=[O:24])=[CH:19][CH:18]=[CH:17][C:15]=3[N:16]=2)[C:9]2[C:4](=[CH:5][CH:6]=[CH:7][CH:8]=2)[CH2:3][CH2:2]1. Product: [C@H]1(CCC2=CC=CC=C12)NC=1OCC2=C(N1)C=CC=C2NS(=O)(=O)C (N-[2-((R)-Indan-1-ylamino)-4H-benzo[d][1,3]oxazin-5-yl]-methanesulfonamide). Reported procedure: The title compound, MS (ISP) m/e=358.0 [(M+H)+], was prepared from (R)—N2-indan-1-yl-4H-benzo[d][1,3]oxazine-2,5-diamine (example 2) and methanesulfonyl chloride according to the procedure described for example 5.